Dataset: the Open Reaction Database (ORD), a public repository of structured organic reaction records. Task: describe an organic reaction: reactants, conditions, products, and yield Starting materials: CS(=O)(=O)Cl, NCc1cccc(CN2CCC3(CC2)C(NC2CCCCC2)=NC(=O)N3c2cccc(F)c2)c1, ClCCl, [K+], [K+], O=C([O-])[O-]. The product is CS(=O)(=O)NCc1cccc(CN2CCC3(CC2)C(NC2CCCCC2)=NC(=O)N3c2cccc(F)c2)c1. As a reaction SMILES: [CH3:35][S:36]([Cl:37])(=[O:38])=[O:39].[CH:1]1([NH:7][C:8]2=[N:9][C:10](=[O:34])[N:11]([c:27]3[cH:28][c:29]([F:33])[cH:30][cH:31][cH:32]3)[C:12]23[CH2:13][CH2:14][N:15]([CH2:18][c:19]2[cH:20][c:21]([CH2:25][NH2:26])[cH:22][cH:23][cH:24]2)[CH2:16][CH2:17]3)[CH2:2][CH2:3][CH2:4][CH2:5][CH2:6]1.[Cl:46][CH2:47][Cl:48].[K+:40].[K+:41].[O-:42][C:43]([O-:44])=[O:45]>>[CH:1]1([NH:7][C:8]2=[N:9][C:10](=[O:34])[N:11]([c:27]3[cH:28][c:29]([F:33])[cH:30][cH:31][cH:32]3)[C:12]23[CH2:13][CH2:14][N:15]([CH2:18][c:19]2[cH:20][c:21]([CH2:25][NH:26][S:36]([CH3:35])(=[O:38])=[O:39])[cH:22][cH:23][cH:24]2)[CH2:16][CH2:17]3)[CH2:2][CH2:3][CH2:4][CH2:5][CH2:6]1. Starting materials: Cl.CC1CC(NCC1)C(=O)O (4-methyl-2-piperidinecarboxylic acid hydrochloride), S(=O)(Cl)Cl (thionyl chloride), C(C)O (ethanol). The product is CC1CC(NCC1)C(=O)OCC (ethyl 4-methyl-2-piperidinecarboxylate). Yield: 60.0%. RXN SMILES: Cl.[CH3:2][CH:3]1[CH2:8][CH2:7][NH:6][CH:5]([C:9]([OH:11])=[O:10])[CH2:4]1.S(Cl)(Cl)=O.[CH2:16](O)[CH3:17]>>[CH3:2][CH:3]1[CH2:8][CH2:7][NH:6][CH:5]([C:9]([O:11][CH2:16][CH3:17])=[O:10])[CH2:4]1 |f:0.1|. Procedure: A solution of 13 g (0.072 mole) of 4-methyl-2-piperidinecarboxylic acid hydrochloride and 50 ml of thionyl chloride in 300 ml of ethanol was refluxed for 4 hours. At the end of this period, the solvent was evaporated under reduced pressure, and the residue was extracted with a solution of chloroform and saturated potassium carbonate solution. The chloroform layer was dried over anhydrous sodium sulfate and then chloroform was evaporated. Distillation of the residue gave 7.4 g (60%) of ethyl 4-me... Reactants: C1(CC1)N (cyclopropylamine), ClC1=C(C(=O)Cl)C=C(C(=C1)Cl)F (2,4-dichloro-5-fluorobenzoyl chloride), C1=CC(=CC=C1Cl)Cl (dichlorobenzene), CN(C)C(C(=O)OCC)=C (ethyl N,N-dimethylaminoacrylate). Run in C(C)(=O)O (acetic acid), O (water), C(C)N(CC)CC (triethylamine). Reaction conditions: temperature 70 celsius, time 2 hour. Product: C1(CC1)N1C=C(C(C2=CC(=C(C=C12)Cl)F)=O)C(=O)O (1-cyclopropyl-7-chloro-6-fluoro-1,4-dihydro-4-oxo-3-quinoline-carboxylic acid). Isolated yield 87.3%. As a reaction SMILES: Cl[C:2]1[CH:10]=[C:9]([Cl:11])[C:8]([F:12])=[CH:7][C:3]=1[C:4](Cl)=[O:5].C1C(Cl)=CC=C(Cl)C=1.CN([C:24](=[CH2:30])[C:25]([O:27]CC)=[O:26])C.[CH:31]1([NH2:34])[CH2:33][CH2:32]1>O.C(O)(=O)C.C(N(CC)CC)C>[CH:31]1([N:34]2[C:2]3[C:3](=[CH:7][C:8]([F:12])=[C:9]([Cl:11])[CH:10]=3)[C:4](=[O:5])[C:24]([C:25]([OH:27])=[O:26])=[CH:30]2)[CH2:33][CH2:32]1. Procedure: At 70° C., 160 g of 2,4-dichloro-5-fluorobenzoyl chloride were added dropwise over a period of 50 minutes to a solution of 380 g of dichlorobenzene (mixture of isomers), 110 g of ethyl N,N-dimethylaminoacrylate and 77 g of triethylamine. The mixture was subsequently stirred at 70° C. for 2 hours and cooled to room temperature. At room temperature, 51 g of acetic acid were added and the mixture was again heated to 70° C. At 70° C., 45 g of cyclopropylamine were then added dropwise, the reaction m...